From a dataset of the Open Reaction Database (ORD), a public repository of structured organic reaction records. describe an organic reaction: reactants, conditions, products, and yield The reactants are C[O-], CO, Cc1cccc(N2CCN(c3ccc(Cl)nn3)CC2)c1, [Na+], [Na], O. Product: COc1ccc(N2CCN(c3cccc(C)c3)CC2)nn1. As a reaction SMILES: [CH3:1][O-:2].[CH3:5][OH:6].[Cl:7][c:8]1[n:9][n:10][c:11]([N:14]2[CH2:15][CH2:16][N:17]([c:20]3[cH:21][c:22]([CH3:26])[cH:23][cH:24][cH:25]3)[CH2:18][CH2:19]2)[cH:12][cH:13]1.[Na+:3].[Na:4].[OH2:27]>>[CH3:1][O:2][c:8]1[n:9][n:10][c:11]([N:14]2[CH2:15][CH2:16][N:17]([c:20]3[cH:21][c:22]([CH3:26])[cH:23][cH:24][cH:25]3)[CH2:18][CH2:19]2)[cH:12][cH:13]1. Reactants: C1(=CC=CC=C1)CC(=O)NC1[C@@H]2N(C(=C(CS2)C=CC=2C=NC=CC2)C(=O)OC(C2=CC=CC=C2)C2=CC=CC=C2)C1=O (benzhydryl 7-phenylacetamido-3-[2-(3-pyridyl)vinyl]-3-cephem-4-carboxylate), C1(=CC=CC=C1)OC (anisole), FC(C(=O)O)(F)F (trifluoroacetic acid). The solvent is C(C)(C)OC(C)C (di-iso-propylether). Reaction conditions: time 30 minute. Product: FC(C(=O)O)(F)F.C1(=CC=CC=C1)CC(=O)NC1[C@@H]2N(C(=C(CS2)C=CC=2C=NC=CC2)C(=O)O)C1=O (7-phenylacetamido-3-[2-(3-pyridyl)vinyl]-3-cephem-4-carboxylic acid trifluoroacetate). As a reaction SMILES: [C:1]1([CH2:7][C:8]([NH:10][CH:11]2[C:42](=[O:43])[N:13]3[C:14]([C:26]([O:28]C(C4C=CC=CC=4)C4C=CC=CC=4)=[O:27])=[C:15]([CH:18]=[CH:19][C:20]4[CH:21]=[N:22][CH:23]=[CH:24][CH:25]=4)[CH2:16][S:17][C@H:12]23)=[O:9])[CH:6]=[CH:5][CH:4]=[CH:3][CH:2]=1.C1(OC)C=CC=CC=1.[F:52][C:53]([F:58])([F:57])[C:54]([OH:56])=[O:55]>C(OC(C)C)(C)C>[F:52][C:53]([F:58])([F:57])[C:54]([OH:56])=[O:55].[C:1]1([CH2:7][C:8]([NH:10][CH:11]2[C:42](=[O:43])[N:13]3[C:14]([C:26]([OH:28])=[O:27])=[C:15]([CH:18]=[CH:19][C:20]4[CH:21]=[N:22][CH:23]=[CH:24][CH:25]=4)[CH2:16][S:17][C@H:12]23)=[O:9])[CH:6]=[CH:5][CH:4]=[CH:3][CH:2]=1 |f:4.5|. Procedure: A mixture of benzhydryl 7-phenylacetamido-3-[2-(3-pyridyl)vinyl]-3-cephem-4-carboxylate (cis-trans mixture) (5.9 g), anisole (6 ml) and trifluoroacetic acid (20 ml) was stirred at ambient temperature for 30 minutes. The reaction mixture was added to di-iso-propylether (300 ml). The precipitate was collected by filtration, washed with di-iso-propylether to give 7-phenylacetamido-3-[2-(3-pyridyl)vinyl]-3-cephem-4-carboxylic acid trifluoroacetate (cis-trans mixture) (2.5 g). Starting materials: C(CCCCCCC\C=C/C\C=C/CCCCC)O (cis,cis-9,12-octadecadien-1-ol), C(C(=C)C)(=O)OC (methyl methacrylate). The reagents and catalysts are C1=CC=CC=2SC3=CC=CC=C3NC12 (phenothiazine), CC(C)[O-].CC(C)[O-].CC(C)[O-].CC(C)[O-].[Ti+4] (tetraisopropyl titanate). Product: C(C(=C)C)(=O)OCCCCCCCC\C=C/C\C=C/CCCCC (cis,cis-9,12-octadecadienyl methacrylate). The yield is 1032.5%. RXN SMILES: [CH2:1]([OH:19])[CH2:2][CH2:3][CH2:4][CH2:5][CH2:6][CH2:7][CH2:8]/[CH:9]=[CH:10]\[CH2:11]/[CH:12]=[CH:13]\[CH2:14][CH2:15][CH2:16][CH2:17][CH3:18].[C:20](OC)(=[O:24])[C:21]([CH3:23])=[CH2:22]>CC([O-])C.CC([O-])C.CC([O-])C.CC([O-])C.[Ti+4].C1C2NC3C(=CC=CC=3)SC=2C=CC=1>[C:20]([O:19][CH2:1][CH2:2][CH2:3][CH2:4][CH2:5][CH2:6][CH2:7][CH2:8]/[CH:9]=[CH:10]\[CH2:11]/[CH:12]=[CH:13]\[CH2:14][CH2:15][CH2:16][CH2:17][CH3:18])(=[O:24])[C:21]([CH3:23])=[CH2:22] |f:2.3.4.5.6|. Procedure details: The method of Example 1 was substantially repeated with cis,cis-9,12-octadecadien-1-ol (25.0 g, 9.38 mmol), methyl methacrylate (40 mL, 38 mmol), phenothiazine (0.1 g), and tetraisopropyl titanate (1 mL). When the head temperature rose to 99° C. (pot 112° C.), the reaction mixture was cooled. The material was filtered through activity grade I alumina (30 g, Woelm), and the column was rinsed with ethyl acetate. The combined filtrates were concentrated on a rotary evaporator, finally down to 0.5 m... Starting materials: ClC1=CC=C(C=C1)N(C(CC)=O)[C@@H]1C[C@@H](N(C2=CC=CC=C12)C(C1=CC=C(C=C1)O)=O)C ((±)-Cis-N-(4-chloro-phenyl)-N-[1-(4-hydroxy-benzoyl)-2-methyl-1,2,3,4-tetrahydroquinolin-4-yl]-propionamide), ClC1=CC=C(C=C1)N(C(CC)=O)[C@@H]1C[C@@H](N(C2=CC=CC=C12)C(C1=CC=C(C=C1)O)=O)C ((±)-cis-N-(4-chloro-phenyl)-N-[1-(4-hydroxy-benzoyl)-2-methyl-1,2,3,4-tetrahydro-quinolin-4-yl]-propionamide), [H-].[Na+] (Sodium hydride), BrCCCC(=O)OCC (Ethyl 4-bromobutyrate), C(C)O (Ethanol). Solvent: CN(C)C=O (DMF). Run at time 30 minute. Product: C(C)OC(CCCOC1=CC=C(C=C1)C(=O)N1[C@H](C[C@H](C2=CC=CC=C12)N(C(CC)=O)C1=CC=C(C=C1)Cl)C)=O ((±)-Cis-4-(4-{4-[(4-chloro-phenyl)-propionyl-amino]-2-methyl-3,4-dihydro-2H-quinoline-1-carbonyl}-phenoxy)-butyric acid ethyl ester), product. Yield: 98.0%. As a reaction SMILES: [Cl:1][C:2]1[CH:7]=[CH:6][C:5]([N:8]([C@H:13]2[C:22]3[C:17](=[CH:18][CH:19]=[CH:20][CH:21]=3)[N:16]([C:23](=[O:31])[C:24]3[CH:29]=[CH:28][C:27]([OH:30])=[CH:26][CH:25]=3)[C@@H:15]([CH3:32])[CH2:14]2)[C:9](=[O:12])[CH2:10][CH3:11])=[CH:4][CH:3]=1.[H-].[Na+].Br[CH2:36][CH2:37][CH2:38][C:39]([O:41][CH2:42][CH3:43])=[O:40].C(O)C>CN(C=O)C>[CH2:42]([O:41][C:39](=[O:40])[CH2:38][CH2:37][CH2:36][O:30][C:27]1[CH:26]=[CH:25][C:24]([C:23]([N:16]2[C:17]3[C:22](=[CH:21][CH:20]=[CH:19][CH:18]=3)[C@H:13]([N:8]([C:5]3[CH:4]=[CH:3][C:2]([Cl:1])=[CH:7][CH:6]=3)[C:9](=[O:12])[CH2:10][CH3:11])[CH2:14][C@@H:15]2[CH3:32])=[O:31])=[CH:29][CH:28]=1)[CH3:43] |f:1.2|. Procedure details: (±)-Cis-4-(4-{4-[(4-chloro-phenyl)-propionyl-amino]-2-methyl-3,4-dihydro-2H-quinoline-1-carbonyl}-phenoxy)-butyric acid ethyl ester was prepared from (±)-cis-N-(4-chloro-phenyl)-N-[1-(4-hydroxy-benzoyl)-2-methyl-1,2,3,4-tetrahydro-quinolin-4-yl]-propionamide. (±)-Cis-N-(4-chloro-phenyl)-N-[1-(4-hydroxy-benzoyl)-2-methyl-1,2,3,4-tetrahydroquinolin-4-yl]-propionamide (140 mg, 0.31 mmol) was dissolved in DMF (5 mL) at room temperature. Sodium hydride (60% in oil, 32 mg, 0.81 mmol) was added and the... Reactants: C(C)OC(CN(CC(=O)OCC)C(C(=O)C1=CC(=CC(=C1)OCCCCCCCCCC)OCCCCCCCCCC)=O)=O (N-[[3,5-bis(decyloxy)phenyl]-1,2-dioxoethyl]-N-(2-ethoxy-2-oxoethyl)glycine ethyl ester), [OH-].[Na+] (NaOH). The solvent is CO (methanol). Product: C(=O)(O)CN(CC(=O)O)C(C(=O)C1=CC(=CC(=C1)OCCCCCCCCCC)OCCCCCCCCCC)=O (N-(carboxymethyl)-N-[[3,5-bis(decyloxy)phenyl]-1,2-dioxoethyl]glycine). Yield: 87.5%. RXN SMILES: C([O:3][C:4](=[O:45])[CH2:5][N:6]([C:13](=[O:44])[C:14]([C:16]1[CH:21]=[C:20]([O:22][CH2:23][CH2:24][CH2:25][CH2:26][CH2:27][CH2:28][CH2:29][CH2:30][CH2:31][CH3:32])[CH:19]=[C:18]([O:33][CH2:34][CH2:35][CH2:36][CH2:37][CH2:38][CH2:39][CH2:40][CH2:41][CH2:42][CH3:43])[CH:17]=1)=[O:15])[CH2:7][C:8]([O:10]CC)=[O:9])C.[OH-].[Na+]>CO>[C:8]([CH2:7][N:6]([C:13](=[O:44])[C:14]([C:16]1[CH:21]=[C:20]([O:22][CH2:23][CH2:24][CH2:25][CH2:26][CH2:27][CH2:28][CH2:29][CH2:30][CH2:31][CH3:32])[CH:19]=[C:18]([O:33][CH2:34][CH2:35][CH2:36][CH2:37][CH2:38][CH2:39][CH2:40][CH2:41][CH2:42][CH3:43])[CH:17]=1)=[O:15])[CH2:5][C:4]([OH:45])=[O:3])([OH:10])=[O:9] |f:1.2|. Procedure: A solution of 1.2 g (1.9 mmol) of N-[[3,5-bis(decyloxy)phenyl]-1,2-dioxoethyl]-N-(2-ethoxy-2-oxoethyl)glycine ethyl ester in 75 ml of methanol and 1.6 ml (9.6 mmol) of 6.0 N NaOH was stirred at reflux under argon for 4 hours. The solvent was removed at reduced pressure, the residue was treated with water and 2.5 ml of 6N HCl and the product was extracted with ethyl acetate. The dried extract was concentrated to a foam which was crystallized from hexane to give 0.96 g (87% yield, mp 76°-78°) of N...